This data is from the Open Reaction Database (ORD), a public repository of structured organic reaction records. The task is: describe an organic reaction: reactants, conditions, products, and yield The reactants are C(#N)C=1C=C2C(=NC1)NC=C2C=2C=C(CNC(=O)C=1C(N(C=CC1)CC1=CC(=C(C=C1)F)F)=O)C=CC2 (1-(3,4-Difluoro-benzyl)-2-oxo-1,2-dihydro-pyridine-3-carboxylic acid 3-(5-cyano-1H-pyrrolo[2,3-b]pyridin-3-yl)-benzylamide), COC(=O)C=1C=C2C(=NC1)NC=C2 (1H-Pyrrolo[2,3-b]pyridine-5-carboxylic acid methyl ester), substituted bicyclic heterocycle, CC1(OB(OC1(C)C)C1=CC=C(S1)CNC(=O)C=1C(N(C=CC1)CC1=CC(=C(C=C1)F)F)=O)C (1-(3,4-Difluoro-benzyl)-2-oxo-1,2-dihydro-pyridine-3-carboxylic acid [5-(4,4,5,5-tetramethyl-1,3,2-dioxaborolan-2-yl)-thiophen-2-ylmethyl]-amide), [B] (boron). Product: FC=1C=C(CN2C(C(=CC=C2)C(=O)NCC2=CC=C(S2)C2=CNC3=NC=C(C=C32)C(=O)O)=O)C=CC1F (3-[5-({[1-(3,4-Difluoro-benzyl)-2-oxo-1,2-dihydro-pyridine-3-carbonyl]-amino}-methyl)-thiophen-2-yl]-1H-pyrrolo[2,3-b]pyridine-5-carboxylic acid). As a reaction SMILES: C(C1C=C2C(C3C=C(C=CC=3)CNC(C3C(=O)N(CC4C=CC(F)=C(F)C=4)C=CC=3)=O)=CNC2=NC=1)#N.CC1(C)C(C)(C)OB([C:46]2[S:50][C:49]([CH2:51][NH:52][C:53]([C:55]3[C:56](=[O:70])[N:57]([CH2:61][C:62]4[CH:67]=[CH:66][C:65]([F:68])=[C:64]([F:69])[CH:63]=4)[CH:58]=[CH:59][CH:60]=3)=[O:54])=[CH:48][CH:47]=2)O1.[B].C[O:74][C:75]([C:77]1[CH:78]=[C:79]2[CH:85]=[CH:84][NH:83][C:80]2=[N:81][CH:82]=1)=[O:76]>>[F:69][C:64]1[CH:63]=[C:62]([CH:67]=[CH:66][C:65]=1[F:68])[CH2:61][N:57]1[CH:58]=[CH:59][CH:60]=[C:55]([C:53]([NH:52][CH2:51][C:49]2[S:50][C:46]([C:85]3[C:79]4[C:80](=[N:81][CH:82]=[C:77]([C:75]([OH:76])=[O:74])[CH:78]=4)[NH:83][CH:84]=3)=[CH:47][CH:48]=2)=[O:54])[C:56]1=[O:70]. Procedure: Except where indicated, 3-[5-({[1-(3,4-Difluoro-benzyl)-2-oxo-1,2-dihydro-pyridine-3-carbonyl]-amino}-methyl)-thiophen-2-yl]-1H-pyrrolo[2,3-b]pyridine-5-carboxylic acid was synthesized as per Example 68, 1-(3,4-Difluoro-benzyl)-2-oxo-1,2-dihydro-pyridine-3-carboxylic acid 3-(5-cyano-1H-pyrrolo[2,3-b]pyridin-3-yl)-benzylamide using 1-(3,4-Difluoro-benzyl)-2-oxo-1,2-dihydro-pyridine-3-carboxylic acid [5-(4,4,5,5-tetramethyl-1,3,2-dioxaborolan-2-yl)-thiophen-2-ylmethyl]-amide as activated boron spe... Procedure: Using the POCl3 procedure from INTERMEDIATE 4 Step B, 6-bromo-8-fluoroquinolone was converted to the title compound: LC6: 3.42 min. (M+H) 260. Reaction SMILES: O=P(Cl)(Cl)[Cl:3].[Br:6][C:7]1[CH:8]=[C:9]2[C:14](=[C:15]([F:17])[CH:16]=1)[NH:13][C:12](=O)[CH:11]=[CH:10]2>>[Br:6][C:7]1[CH:8]=[C:9]2[C:14](=[C:15]([F:17])[CH:16]=1)[N:13]=[C:12]([Cl:3])[CH:11]=[CH:10]2. Yields the product BrC=1C=C2C=CC(=NC2=C(C1)F)Cl (6-Bromo-2-chloro-8-fluoroquinoline). The reactants are O=P(Cl)(Cl)Cl (POCl3), INTERMEDIATE 4, BrC=1C=C2C=CC(NC2=C(C1)F)=O (6-bromo-8-fluoroquinolone). Reactants: IC (iodomethane), C(#N)C=1C=CC(=C(C1)S(=O)(=O)N(C)C)[C@H]1NC(N(C(=C1C#N)C)C1=CC(=CC=C1)C(F)(F)F)=O (5-cyano-2-{(4S)-5-cyano-6-methyl-2-oxo-1-[3-(trifluoromethyl)phenyl]-1,2,3,4-tetrahydropyrimidin-4-yl}-N,N-dimethylbenzene sulfonamide), solution, C[Si]([N-][Si](C)(C)C)(C)C.[Li+] (lithium hexamethyldisilazide), C(C)(=O)O (acetic acid). The solvent is C1CCOC1 (THF), C1CCOC1 (THF), C1CCOC1 (THF). Conditions: time 30 minute. Yields the product C(#N)C=1C=CC(=C(C1)S(=O)(=O)N(C)C)[C@H]1N(C(N(C(=C1C#N)C)C1=CC(=CC=C1)C(F)(F)F)=O)C (5-Cyano-2-{(4S)-5-cyano-3,6-dimethyl-2-oxo-1-[3-(trifluoromethyl)phenyl]-1,2,3,4-tetrahydropyrimidin-4-yl}-N,N-dimethylbenzenesulfonamide). Reaction SMILES: [C:1]([C:3]1[CH:4]=[CH:5][C:6]([C@@H:15]2[C:20]([C:21]#[N:22])=[C:19]([CH3:23])[N:18]([C:24]3[CH:29]=[CH:28][CH:27]=[C:26]([C:30]([F:33])([F:32])[F:31])[CH:25]=3)[C:17](=[O:34])[NH:16]2)=[C:7]([S:9]([N:12]([CH3:14])[CH3:13])(=[O:11])=[O:10])[CH:8]=1)#[N:2].[CH3:35][Si](C)(C)[N-][Si](C)(C)C.[Li+].IC.C(O)(=O)C>C1COCC1>[C:1]([C:3]1[CH:4]=[CH:5][C:6]([C@@H:15]2[C:20]([C:21]#[N:22])=[C:19]([CH3:23])[N:18]([C:24]3[CH:29]=[CH:28][CH:27]=[C:26]([C:30]([F:32])([F:31])[F:33])[CH:25]=3)[C:17](=[O:34])[N:16]2[CH3:35])=[C:7]([S:9]([N:12]([CH3:13])[CH3:14])(=[O:11])=[O:10])[CH:8]=1)#[N:2] |f:1.2|. Reported procedure: Under an atmosphere of argon protective gas, 5-cyano-2-{(4S)-5-cyano-6-methyl-2-oxo-1-[3-(trifluoromethyl)phenyl]-1,2,3,4-tetrahydropyrimidin-4-yl}-N,N-dimethylbenzene sulfonamide (50 mg, 108 μmol) was initially charged in absolute THF (4.5 ml), and a 1 M solution of lithium hexamethyldisilazide (LiHMDS) in THF (130 μl, 130 μmol; 1.2 eq.) was added at −78° C. After 30 min of stirring, iodomethane (77 mg, 542 μmol; 5 eq.) in THF (1 ml) was added, and the mixture was stirred for 16 h with gradual ... Run at temperature 100 celsius. Reaction SMILES: ClC1C=C(C=C(Cl)C=1)C(NN)=O.[Cl:13][C:14]1[CH:15]=[C:16]([CH:25]=[C:26]([Cl:28])[CH:27]=1)[C:17]([NH:19][NH:20][C:21](=[O:24])[CH2:22][Cl:23])=O.C([O-])([O-])=O.[K+].[K+]>CN(C=O)C>[Cl:23][CH2:22][C:21]1[O:24][C:17]([C:16]2[CH:15]=[C:14]([Cl:13])[CH:27]=[C:26]([Cl:28])[CH:25]=2)=[N:19][N:20]=1 |f:2.3.4|. Reported procedure: A mixture of compound 5 (700 mg, 2.14 mmol), compound 6 (222 mg, 1.86 mmol) and K2CO3 (772 mg, 5.59 mmol, 2 eq.) in 10 ml of DMF was heated to 100° C. for 3 hours. The reaction mixture was brought to ambient temperature, filtered and the filtrate was evaporated to obtain a crude residue which was purified by column chromatography using EtOAc/hexane (50:50) as an eluent to obtain compound 7 as a colorless liquid (340 mg). Yield: 50%. Run in CN(C)C=O (DMF). Yield: 69.4%. Starting materials: ClC=1C=C(C(=O)NN)C=C(C1)Cl (3,5-dichlorobenzohydrazide), ClC=1C=C(C(=O)NNC(CCl)=O)C=C(C1)Cl (3,5-dichloro-N′-(2-chloroacetyl)benzohydrazide), C(=O)([O-])[O-].[K+].[K+] (K2CO3). Product: ClCC=1OC(=NN1)C1=CC(=CC(=C1)Cl)Cl (2-(chloromethyl)-5-(3,5-dichlorophenyl)-1,3,4-oxadiazole). Reactants: Teflon, polystyrene resin, Cl.NC1=CC=C(C=C1)N1CCC(CC1)=O (1-(4-Amino-phenyl)-piperidine-4-one hydrochloride), NC(=O)N (amino ketone), S(=O)(=O)(Cl)Cl (sulfonyl chloride), arylethanolamine, ClC=1C(=NC=C(C1)C(F)(F)F)OC1=CC=C(C=C1)S(=O)(=O)Cl (4-(3-chloro-5-trifluoromethyl-2-pyridyloxy)benzenesulfonyl chloride), (piperidineomethyl)polystyrene. The solvent is C(Cl)Cl (CH2Cl2), C1CCOC1.C(Cl)Cl (THF CH2Cl2), C(C)N(CC)CC (triethylamine). Reaction conditions: time 1 day. Product: ClC=1C(=NC=C(C1)C(F)(F)F)OC1=CC=C(C=C1)S(=O)(=O)NC1=CC=C(C=C1)N1CCC(CC1)=O (4-(3-chloro-5-trifluoromethyl-2-pyridyloxy) -N-[4-(4-oxo-piperidine-1-yl)-phenyl]-benzenesulfonamide). As a reaction SMILES: NC(N)=O.S(Cl)(Cl)(=O)=O.Cl.[NH2:11][C:12]1[CH:17]=[CH:16][C:15]([N:18]2[CH2:23][CH2:22][C:21](=[O:24])[CH2:20][CH2:19]2)=[CH:14][CH:13]=1.[Cl:25][C:26]1[C:27]([O:36][C:37]2[CH:42]=[CH:41][C:40]([S:43](Cl)(=[O:45])=[O:44])=[CH:39][CH:38]=2)=[N:28][CH:29]=[C:30]([C:32]([F:35])([F:34])[F:33])[CH:31]=1>C1COCC1.C(Cl)Cl.C(Cl)Cl.C(N(CC)CC)C>[Cl:25][C:26]1[C:27]([O:36][C:37]2[CH:38]=[CH:39][C:40]([S:43]([NH:11][C:12]3[CH:17]=[CH:16][C:15]([N:18]4[CH2:19][CH2:20][C:21](=[O:24])[CH2:22][CH2:23]4)=[CH:14][CH:13]=3)(=[O:44])=[O:45])=[CH:41][CH:42]=2)=[N:28][CH:29]=[C:30]([C:32]([F:35])([F:33])[F:34])[CH:31]=1 |f:2.3,5.6|. Procedure: Example 346 illustrated a solution phase combinatorial methodology for preparing compounds of the present invention in matrix fashion. A 3×3 grid of 20 mL Teflon lined screw cap vials was arranged. To each vial was added the amino ketone, the solvents, and the base, then one sulfonyl chloride per row, one arylethanolamine or aryloxypropanolamine per column, was added according to the following detailed procedure: To a suspension of 1-(4-aminophenyl)-4-piperidone hydrochloride (which was obtained... Starting materials: ClC1=C2C=CC=NC2=C(C(=N1)C(=O)NCC1=CC(=CC(=C1)Cl)Cl)O (5-chloro-N-(3,5-dichlorobenzyl)-8-hydroxy-1,6-naphthyridine-7-carboxamide), 120C, N1CCOCC1 (morpholine). Product: ClC=1C=C(CNC(=O)C2=NC(=C3C=CC=NC3=C2O)N2CCOCC2)C=C(C1)Cl (N-(3,5-dichlorobenzyl)-8-hydroxy-5-morpholin-4-yl-1,6-naphthyridine-7-carboxamide). RXN SMILES: Cl[C:2]1[N:11]=[C:10]([C:12]([NH:14][CH2:15][C:16]2[CH:21]=[C:20]([Cl:22])[CH:19]=[C:18]([Cl:23])[CH:17]=2)=[O:13])[C:9]([OH:24])=[C:8]2[C:3]=1[CH:4]=[CH:5][CH:6]=[N:7]2.[NH:25]1[CH2:30][CH2:29][O:28][CH2:27][CH2:26]1>>[Cl:23][C:18]1[CH:17]=[C:16]([CH:21]=[C:20]([Cl:22])[CH:19]=1)[CH2:15][NH:14][C:12]([C:10]1[C:9]([OH:24])=[C:8]2[C:3]([CH:4]=[CH:5][CH:6]=[N:7]2)=[C:2]([N:25]2[CH2:30][CH2:29][O:28][CH2:27][CH2:26]2)[N:11]=1)=[O:13]. Reported procedure: A solution of the chloride from Example 44 Step 5 (14 mg, 0.037 mmol) in morpholine (0.5 ml) was heated at 120C for 36 hrs under argon. The resulting solution was cooled to room temperature and the solvent evaporated in vacuo. The residue was dissolved in hot DMF (0.5 ml) and purified by preparative HPLC. (Gilson semi preparative HPLC system and a YMC Combiprep Pro Column (50×20 mm I.D., C18, S-5 um, 120A) eluting with 5-95% acetonitrile/water (0.1% TFA) at 15 ml/min) to afford the title compoun... Reactants: ClC1=CC(=CC=C1)C(=O)OO (3-chloroperbenzoic acid), COC1=CC=C(C=C1)C=1N=C(NC1C1=CC=C(C=C1)OC)SC1=CC=C(C=C1)F (4,5-bis(4-methoxyphenyl)-2-(4-fluorophenylthio)imidazole). The solvent is ClCCl (dichloromethane), ClCCl (dichloromethane). Reaction conditions: time 3 hour. The product is COC1=CC=C(C=C1)C=1N=C(NC1C1=CC=C(C=C1)OC)S(=O)C1=CC=C(C=C1)F (4,5-bis(4-methoxyphenyl)-2-(4-fluorophenylsulfinyl)imidazole). The yield is 91.2%. Reaction SMILES: ClC1C=CC=C(C(OO)=[O:9])C=1.[CH3:12][O:13][C:14]1[CH:19]=[CH:18][C:17]([C:20]2[N:21]=[C:22]([S:33][C:34]3[CH:39]=[CH:38][C:37]([F:40])=[CH:36][CH:35]=3)[NH:23][C:24]=2[C:25]2[CH:30]=[CH:29][C:28]([O:31][CH3:32])=[CH:27][CH:26]=2)=[CH:16][CH:15]=1>ClCCl>[CH3:12][O:13][C:14]1[CH:15]=[CH:16][C:17]([C:20]2[N:21]=[C:22]([S:33]([C:34]3[CH:35]=[CH:36][C:37]([F:40])=[CH:38][CH:39]=3)=[O:9])[NH:23][C:24]=2[C:25]2[CH:30]=[CH:29][C:28]([O:31][CH3:32])=[CH:27][CH:26]=2)=[CH:18][CH:19]=1. Procedure details: A solution of 2.164 g of 3-chloroperbenzoic acid (80%) in 150 ml of dichloromethane is dropped to a solution of 4.07 g of 4,5-bis(4-methoxyphenyl)-2-(4-fluorophenylthio)imidazole in 100 ml of dichloromethane. The solution is stirred for 3 hours at room temperature, washed with sodium bicarbonate solution, dried over sodium sulfate, and concentrated to dryness under vacuum. The residue is chromatographed on 150 g of silica gel with acetone/hexane, thus obtaining 3.86 g of 4,5-bis(4-methoxyphenyl)...